This data is from the Open Reaction Database (ORD), a public repository of structured organic reaction records. The task is: describe an organic reaction: reactants, conditions, products, and yield Reactants: C1(CC1)N1CC(C(C2=C(C(=C(C=C12)N1CC(N(CC1)C=O)C)F)C)=O)C=O (1-Cyclopropyl-6-fluoro-7-(4-formyl-3-methyl-1-piperazinyl)-5-methyl-4-oxo-3-formyl-1,2,3,4-tetrahydroquinoline). Reagents/catalysts: [O-2].[O-2].[Mn+4] (manganese dioxide). The solvent is CO (methanol). Reaction conditions: time 2 hour. Yields the product C1(CC1)N1C=C(C(C2=C(C(=C(C=C12)N1CC(N(CC1)C=O)C)F)C)=O)C=O (1-cyclopropyl-6-fluoro-7-(4-formyl-3 -methyl-1-piperazinyl)-5-methyl-3-formyl-1,4-dihydro-4oxoquinoline). The yield is 98.0%. Reaction SMILES: [CH:1]1([N:4]2[C:13]3[C:8](=[C:9]([CH3:24])[C:10]([F:23])=[C:11]([N:14]4[CH2:19][CH2:18][N:17]([CH:20]=[O:21])[CH:16]([CH3:22])[CH2:15]4)[CH:12]=3)[C:7](=[O:25])[CH:6]([CH:26]=[O:27])[CH2:5]2)[CH2:3][CH2:2]1>CO.[O-2].[O-2].[Mn+4]>[CH:1]1([N:4]2[C:13]3[C:8](=[C:9]([CH3:24])[C:10]([F:23])=[C:11]([N:14]4[CH2:19][CH2:18][N:17]([CH:20]=[O:21])[CH:16]([CH3:22])[CH2:15]4)[CH:12]=3)[C:7](=[O:25])[C:6]([CH:26]=[O:27])=[CH:5]2)[CH2:3][CH2:2]1 |f:2.3.4|. Reported procedure: 1-Cyclopropyl-6-fluoro-7-(4-formyl-3-methyl-1-piperazinyl)-5-methyl-4-oxo-3-formyl-1,2,3,4-tetrahydroquinoline (4.0 g) is dissolved in methanol (150 ml) and thereto is added manganese dioxide (9.3 g), and the mixture is stirred at room temperature for 2 hours. After removing manganese dioxide by filtration with celite, the filtrate is concentrated, and the resulting residue is recrystallized from ethanol to give 1-cyclopropyl-6-fluoro-7-(4-formyl-3 -methyl-1-piperazinyl)-5-methyl-3-formyl-1,4-di... Reactants: C(C)(=O)OCC (ethyl acetate), CC(CCC(C)=O)=O (2,5-hexanedione), Cl.N(N)C=1N=NC(=CC1)N1CCNCC1 (3-hydrazino-6-(1-piperazinyl)-pyridazine hydrochloride). Solvent: C(C)(=O)O (acetic acid). Conditions: time 2 day. Product: CC=1N(C(=CC1)C)NC=1N=NC(=CC1)N1CCNCC1 (N-(2,5-Dimethyl-1H-pyrrol-1-yl)-6-(1-piperazinyl)-3-pyridazineamine). RXN SMILES: Cl.[NH:2]([C:4]1[N:5]=[N:6][C:7]([N:10]2[CH2:15][CH2:14][NH:13][CH2:12][CH2:11]2)=[CH:8][CH:9]=1)[NH2:3].C(OCC)(=O)C.[CH3:22][C:23](=O)[CH2:24][CH2:25][C:26](=O)[CH3:27]>C(O)(=O)C>[CH3:27][C:26]1[N:3]([NH:2][C:4]2[N:5]=[N:6][C:7]([N:10]3[CH2:11][CH2:12][NH:13][CH2:14][CH2:15]3)=[CH:8][CH:9]=2)[C:23]([CH3:22])=[CH:24][CH:25]=1 |f:0.1|. Procedure: A mixture of 9.2 g (40 m moles) of 3-hydrazino-6-(1-piperazinyl)-pyridazine hydrochloride (m.p. 257° C.; prepared according to the procedure of U.K. Pat. No. 1.157.642), 3.28 g (40 m moles) of ethyl acetate and 4.82 g of 2,5-hexanedione in 100 ml of acetic acid is heated at 75° C. for 2 hours and then allowed to stand for two days at room temperature. Reactants: O.C1(=CC=C(C=C1)S(=O)(=O)O)C (p-toluenesulfonic acid monohydrate), Cl (HCl), C(C)(=O)Cl (Acetyl chloride). Reaction conditions: temperature 60 celsius, time 25 minute. Product: C1(=CC=C(C=C1)S(=O)(=O)OC(C)=O)C (Acetic p-Toluenesulfonic Anhydride). Reaction SMILES: O.[C:2]1([CH3:12])[CH:7]=[CH:6][C:5]([S:8]([OH:11])(=[O:10])=[O:9])=[CH:4][CH:3]=1.Cl.[C:14](Cl)(=[O:16])[CH3:15]>>[C:2]1([CH3:12])[CH:3]=[CH:4][C:5]([S:8]([O:11][C:14](=[O:16])[CH3:15])(=[O:9])=[O:10])=[CH:6][CH:7]=1 |f:0.1|. Reported procedure: Acetyl chloride (100 ml.; density=1.104 g./ml.) was charged into a suitable reaction flask containing 30 g. (0.158 mole) p-toluenesulfonic acid monohydrate. Vigorous evolution of HCl gas occurred immediately. An efficient HCl trap was attached to the reaction system. The reaction mixture was then heated to mild reflux (~55° C.) and was held to this temperature for 25 minutes. Heating was stopped and the reaction mixture allowed to drop to room temperature over 10-20 minutes with stirring. Vacuum... The reactants are CC(=O)N1CCC(=O)CC1, CN(C)C=O, O=C(O)C(F)(F)F, CCOC(=O)c1nn(C)c2c1CCc1cnc(N)nc1-2, [Na+], [OH-]. The product is CCOC(=O)c1nn(C)c2c1CCc1cnc(NC3CCN(C(C)=O)CC3)nc1-2. Reaction SMILES: [C:21]([CH3:22])(=[O:23])[N:24]1[CH2:25][CH2:26][C:27](=[O:30])[CH2:28][CH2:29]1.[CH3:40][N:41]([CH3:42])[CH:43]=[O:44].[F:31][C:32]([F:33])([F:34])[C:35]([OH:36])=[O:37].[NH2:1][c:2]1[n:3][c:4]2[c:9]([cH:10][n:11]1)[CH2:8][CH2:7][c:6]1[c:5]-2[n:14]([CH3:15])[n:13][c:12]1[C:16](=[O:17])[O:18][CH2:19][CH3:20].[Na+:39].[OH-:38]>>[NH:1]([c:2]1[n:3][c:4]2[c:9]([cH:10][n:11]1)[CH2:8][CH2:7][c:6]1[c:5]-2[n:14]([CH3:15])[n:13][c:12]1[C:16](=[O:17])[O:18][CH2:19][CH3:20])[CH:27]1[CH2:26][CH2:25][N:24]([C:21]([CH3:22])=[O:23])[CH2:29][CH2:28]1. Starting materials: O=S1(N=C2N(C3=C1C=CC=C3)CCC2)=O (5,5-dioxo-2,3-dihydro-1H-pyrrolo[2,1-c][1,2,4]benzothiadiazine). Solvent: C1(=CC=CC=C1)C (toluene). Conditions: temperature 50 celsius. The product is O=S1(N[C@@H]2N(C3=C1C=CC=C3)CCC2)=O ((3aS)-5,5Dioxo-2,3,3a,4-tetrahydro-1H-pyrrolo[2,1-c][1,2,4]benzothiadiazine). Reaction SMILES: [O:1]=[S:2]1(=[O:15])[C:7]2[CH:8]=[CH:9][CH:10]=[CH:11][C:6]=2[N:5]2[CH2:12][CH2:13][CH2:14][C:4]2=[N:3]1>C1(C)C=CC=CC=1>[O:15]=[S:2]1(=[O:1])[C:7]2[CH:8]=[CH:9][CH:10]=[CH:11][C:6]=2[N:5]2[CH2:12][CH2:13][CH2:14][C@@H:4]2[NH:3]1. Procedure details: To 40 g of 5,5-dioxo-2,3-dihydro-1H-pyrrolo[2,1-c][1,2,4]benzothiadiazine dissolved in 450 ml of toluene previously degassed using nitrogen there are added 90.5 mg of catalyst (R)-BINAP RuCl2 (R,R)-DPEN of formula (III) and then a solution, previously heated to 50° C., of potassium tert-butoxide (20.2 g) in isopropanol (150 ml).